From a dataset of the Open Reaction Database (ORD), a public repository of structured organic reaction records. describe an organic reaction: reactants, conditions, products, and yield The reactants are ClCCCCN1C(CCC1=O)=O (1-chloro-4-(2,5-dioxopyrrolidin-1-yl)butane), Cl.COC1=C(C=CC=C1)N1CCNCC1 (1-[2-methoxyphenyl)piperazine hydrochloride), C([O-])([O-])=O.[K+].[K+] (potassium carbonate), [I-].[K+] (potassium iodide). Run in CN(C=O)C (N,N-dimethylformamide). Conditions: temperature 100 celsius, time 18 hour. Product: COC1=C(C=CC=C1)N1CCN(CC1)CCCCN1C(CCC1=O)=O (1-[4-(2-methoxyphenyl)piperazin-1-yl]-4-(2,5-dioxopyrrolidin-1-yl)butane). As a reaction SMILES: Cl[CH2:2][CH2:3][CH2:4][CH2:5][N:6]1[C:10](=[O:11])[CH2:9][CH2:8][C:7]1=[O:12].Cl.[CH3:14][O:15][C:16]1[CH:21]=[CH:20][CH:19]=[CH:18][C:17]=1[N:22]1[CH2:27][CH2:26][NH:25][CH2:24][CH2:23]1.C(=O)([O-])[O-].[K+].[K+].[I-].[K+]>CN(C)C=O>[CH3:14][O:15][C:16]1[CH:21]=[CH:20][CH:19]=[CH:18][C:17]=1[N:22]1[CH2:27][CH2:26][N:25]([CH2:2][CH2:3][CH2:4][CH2:5][N:6]2[C:10](=[O:11])[CH2:9][CH2:8][C:7]2=[O:12])[CH2:24][CH2:23]1 |f:1.2,3.4.5,6.7|. Reported procedure: Scheme-III: A mixture of 1-chloro-4-(2,5-dioxopyrrolidin-1-yl)butane (11.0 g, 58.04 mmol), 1-[2-methoxyphenyl)piperazine hydrochloride (12.99 g, 56.85 mmol), potassium carbonate (16.02 g, 116.09 mmol) and potassium iodide (0.577 g, 3.48 mmol) in N,N-dimethylformamide (45 ml) was stirred at 100° C. for 18 hours. N,N-dimethylformamide was evaporated at reduced pressure and the residue was taken up in water (100 ml) and extracted with chloroform (2×100 ml). The extracts were dried over Na2SO4 and c... Yields the product OC1(CCN(CC1)CC1NC2=CC=C(C=C2C1)O)CC1=CC=C(C=C1)C ((RS)-2-[4-hydroxy-4-(4-methyl-benzyl)-piperidin-1-ylmethyl]-2,3-dihydro-1H-indol-5-ol). Solvent: C(Cl)Cl (CH2Cl2). Procedure details: To (RS)-1-(5-methoxy-2,3-dihydro-1H-indol-2-ylmethyl)-4-(4-methyl-benzyl)-piperidin-4-ol (131 mg, 0.357 mol) in CH2Cl2 (10 ml) was added 1M BBr3—CH2Cl2 (2.14 ml, 2.74 mmol, 6 eq.) at −78° C. over 5 min. The reaction was stirred at RT for 48 hr., then MeOH (20 ml) was added followed by 10% NaHCO3 (20 ml), and the aqueous phase extracted with CH2Cl2 (2×50 ml) and the combined extracts washed with satd. NaCl solution (50 ml), dried over (Na2SO4) filtered and evaporated. Purification of the crude pr... Yield: 0.1%. Run at time 48 hour. Reactants: COC=1C=C2CC(NC2=CC1)CN1CCC(CC1)(O)CC1=CC=C(C=C1)C ((RS)-1-(5-methoxy-2,3-dihydro-1H-indol-2-ylmethyl)-4-(4-methyl-benzyl)-piperidin-4-ol), B(Br)(Br)Br.C(Cl)Cl (BBr3 CH2Cl2), C(=O)(O)[O-].[Na+] (NaHCO3), CO (MeOH). As a reaction SMILES: C[O:2][C:3]1[CH:4]=[C:5]2[C:9](=[CH:10][CH:11]=1)[NH:8][CH:7]([CH2:12][N:13]1[CH2:18][CH2:17][C:16]([CH2:20][C:21]3[CH:26]=[CH:25][C:24]([CH3:27])=[CH:23][CH:22]=3)([OH:19])[CH2:15][CH2:14]1)[CH2:6]2.B(Br)(Br)Br.C(Cl)Cl.CO.C([O-])(O)=O.[Na+]>C(Cl)Cl>[OH:19][C:16]1([CH2:20][C:21]2[CH:22]=[CH:23][C:24]([CH3:27])=[CH:25][CH:26]=2)[CH2:15][CH2:14][N:13]([CH2:12][CH:7]2[CH2:6][C:5]3[C:9](=[CH:10][CH:11]=[C:3]([OH:2])[CH:4]=3)[NH:8]2)[CH2:18][CH2:17]1 |f:1.2,4.5|.